This data is from the Open Reaction Database (ORD), a public repository of structured organic reaction records. The task is: describe an organic reaction: reactants, conditions, products, and yield Starting materials: ClCCCOC1=CC(=CC=C1)F (1-(3-chloropropoxy)-3-fluorobenzene), CC(C(=O)NC1=CC(=CC=C1)C1CCNCC1)C (2-methyl-N-[3-(4-piperidinyl)phenyl]propanamide). Procedure: Prepared by Procedure G and Scheme B1 using 1-(3-chloropropoxy)-3-fluorobenzene and 2-methyl-N-[3-(4-piperidinyl)phenyl]propanamide: ESMS m/e: 399.2 (M+H)+. As a reaction SMILES: Cl[CH2:2][CH2:3][CH2:4][O:5][C:6]1[CH:11]=[CH:10][CH:9]=[C:8]([F:12])[CH:7]=1.[CH3:13][CH:14]([CH3:30])[C:15]([NH:17][C:18]1[CH:23]=[CH:22][CH:21]=[C:20]([CH:24]2[CH2:29][CH2:28][NH:27][CH2:26][CH2:25]2)[CH:19]=1)=[O:16]>>[F:12][C:8]1[CH:7]=[C:6]([CH:11]=[CH:10][CH:9]=1)[O:5][CH2:4][CH2:3][CH2:2][N:27]1[CH2:28][CH2:29][CH:24]([C:20]2[CH:19]=[C:18]([NH:17][C:15](=[O:16])[CH:14]([CH3:13])[CH3:30])[CH:23]=[CH:22][CH:21]=2)[CH2:25][CH2:26]1. The product is FC=1C=C(OCCCN2CCC(CC2)C=2C=C(C=CC2)NC(C(C)C)=O)C=CC1 (N-(3-{1-[3-(3-FLUOROPHENOXY)PROPYL]-4-PIPERIDINYL}PHENYL)-2-METHYLPROPANAMIDE). Run in CN(C)C=O (DMF). Reactants: C(C)OC(=O)C1=NC(=CC=C1N)Br (3-amino-6-bromo-pyridine-2-carboxylic acid ethyl ester), [Cu]C#N (copper(I) cyanide). Isolated yield 26.6%. Yields the product C(C)OC(=O)C1=NC(=CC=C1N)C#N (3-Amino-6-cyano-pyridine-2-carboxylic acid ethyl ester). Procedure details: A solution of 3-amino-6-bromo-pyridine-2-carboxylic acid ethyl ester (40 mg, 163 μmol) and copper(I) cyanide (29.2 mg, 326 μmol) in DMF (800 μL) was heated in the microwave at 220° C. for 8 min. The reaction mixture was filtered through diatomaceous filter-aid and the crude product was purified by preparative HPLC to afford the title compound as off-white solid (8.3 mg, 26.6%). Reaction SMILES: [CH2:1]([O:3][C:4]([C:6]1[C:11]([NH2:12])=[CH:10][CH:9]=[C:8](Br)[N:7]=1)=[O:5])[CH3:2].[Cu][C:15]#[N:16]>CN(C=O)C>[CH2:1]([O:3][C:4]([C:6]1[C:11]([NH2:12])=[CH:10][CH:9]=[C:8]([C:15]#[N:16])[N:7]=1)=[O:5])[CH3:2]. Starting materials: C[SiH](C)OC(c1ccc2c(c1)oc1cc(Br)ccc12)C(C)(C)C, [Li]C(C)(C)C, C1CCOC1, ClCCl, CCCCC, C[Sn](C)(C)Cl. The product is C[SiH](C)OC(c1ccc2c(c1)oc1cc([Sn](C)(C)C)ccc12)C(C)(C)C. As a reaction SMILES: [Br:1][c:2]1[cH:3][cH:4][c:5]2[c:6]([o:7][c:8]3[c:9]2[cH:10][cH:11][c:12]([CH:14]([O:15][SiH:16]([CH3:17])[CH3:18])[C:19]([CH3:20])([CH3:21])[CH3:22])[cH:13]3)[cH:23]1.[C:24]([Li:25])([CH3:26])([CH3:27])[CH3:28].[CH2:39]1[O:40][CH2:41][CH2:42][CH2:43]1.[CH2:44]([Cl:45])[Cl:46].[CH3:29][CH2:30][CH2:31][CH2:32][CH3:33].[CH3:34][Sn:35]([CH3:36])([CH3:37])[Cl:38]>>[c:2]1([Sn:35]([CH3:34])([CH3:36])[CH3:37])[cH:3][cH:4][c:5]2[c:6]([o:7][c:8]3[c:9]2[cH:10][cH:11][c:12]([CH:14]([O:15][SiH:16]([CH3:17])[CH3:18])[C:19]([CH3:20])([CH3:21])[CH3:22])[cH:13]3)[cH:23]1. Reactants: CS(=O)(=O)NN (CH3SO2NHNH2), COC(CC1(OCC(C2=C1NC1=C(C=CC=C21)CC)=O)CC)=O (1,8-Diethyl-4-oxo-1,3,4,9-tetrahydro-pyrano [3,4-b] indole-1-acetic acid methyl ester), CO (MeOH), Cl (HCl). Solvent: O (H2O). Conditions: time 1 minute. Yields the product COC(CC1(OCC(C2=C1NC1=C(C=CC=C21)CC)=NNS(=O)(=O)C)CC)=O ([1,8-Diethyl-4-(methanesulfonyl-hydrazono)-1,3,4,9-tetrahydro-pyrano [3,4-b] indol-1-yl]-acetic acid methyl ester). Reaction SMILES: [CH3:1][O:2][C:3](=[O:23])[CH2:4][C:5]1([CH2:21][CH3:22])[C:10]2[NH:11][C:12]3[C:17]([C:9]=2[C:8](=O)[CH2:7][O:6]1)=[CH:16][CH:15]=[CH:14][C:13]=3[CH2:18][CH3:19].CO.Cl.[CH3:27][S:28]([NH:31][NH2:32])(=[O:30])=[O:29]>O>[CH3:1][O:2][C:3](=[O:23])[CH2:4][C:5]1([CH2:21][CH3:22])[C:10]2[NH:11][C:12]3[C:17]([C:9]=2[C:8](=[N:32][NH:31][S:28]([CH3:27])(=[O:30])=[O:29])[CH2:7][O:6]1)=[CH:16][CH:15]=[CH:14][C:13]=3[CH2:18][CH3:19]. Procedure: To the ester of Example 4, Step B (0.5 g, 1.6 mmol) was added 10 ml MeOH, 0.4 ml 1N HCl and 0.37 ml H2O. The mixture was stirred one minute followed by addition of CH3SO2NHNH2 all at once. After overnight stirring, the MeOH was evaporated and additional water was added. This aqueous phase was twice extracted with CH2Cl2. The organic phase was concentrated to a crude solid and purified by flash chromatography using CH2Cl2 --EtOAc 95-5 as eluent. The product 0.33 g, was obtained as a solid m.p. 80... Starting materials: potassium tert.-butylate, [Cl-].[NH4+] (ammonium chloride), [N+](=O)([O-])C1=CC=CC2=CC=CC=C12 (1-nitronaphthalene), benzthiazyl-2-sulphenamide. Run in CN(C=O)C (dimethylformamide), CN(C=O)C (dimethylformamide). Run at time 15 minute. Yields the product [N+](=O)([O-])C1=C(C=CC2=CC=CC=C12)N (1-Nitro-2-naphthylamine). RXN SMILES: [N+:1]([C:4]1[C:13]2[C:8](=[CH:9][CH:10]=[CH:11][CH:12]=2)[CH:7]=[CH:6][CH:5]=1)([O-:3])=[O:2].[Cl-].[NH4+:15]>CN(C)C=O>[N+:1]([C:4]1[C:13]2[C:8](=[CH:9][CH:10]=[CH:11][CH:12]=2)[CH:7]=[CH:6][C:5]=1[NH2:15])([O-:3])=[O:2] |f:1.2|. Procedure details: 3.5 g of 1-nitronaphthalene and 3.7 g of benzthiazyl-2-sulphenamide, dissolved in 30 ml of dimethylformamide, are added dropwise to a stirred solution of 6 g of potassium tert.-butylate in 60 ml of dimethylformamide, while the temperature is kept at 20° to 25° C. After stirring further for 15 minutes the mixture is poured into 400 ml of a saturated aqueous ammonium chloride solution and then treated further as in Example 1. 1-Nitro-2-naphthylamine with a melting point of 123° to 125° C. is obtai...